From a dataset of the Open Reaction Database (ORD), a public repository of structured organic reaction records. describe an organic reaction: reactants, conditions, products, and yield Procedure details: 4-Hydroxy-alpha-oxobenzeneacetic acid ethyl ester (1.44 g) and 55% sodium hydride (0.36 g) in dimethylformamide (30 mL) was stirred for 20 minutes and then treated with 5-bromo-1-[3,5-bis(1,1-dimethylethyl)-4-[(2-methoxyethoxy) methoxy]phenyl]pentanone (3.4 g) in dimethylformamide (6 mL). The mixture was stirred at room temperature for 20 hours and then after an additional 4 hours at 50° C., it was worked up as in Example 20. The residual oil was purified by HPLC (ethyl acetate-toluene; 1:17) to... Reaction SMILES: [CH2:1]([O:3][C:4](=[O:14])[C:5](=[O:13])[C:6]1[CH:11]=[CH:10][C:9]([OH:12])=[CH:8][CH:7]=1)[CH3:2].[H-].[Na+].Br[CH2:18][CH2:19][CH2:20][C:21](=O)[CH2:22][C:23]1[CH:28]=[C:27]([C:29]([CH3:32])([CH3:31])[CH3:30])[C:26]([O:33][CH2:34][O:35][CH2:36][CH2:37][O:38][CH3:39])=[C:25]([C:40]([CH3:43])([CH3:42])[CH3:41])[CH:24]=1.CN(C)C=[O:48]>>[CH2:1]([O:3][C:4](=[O:14])[C:5](=[O:13])[C:6]1[CH:11]=[CH:10][C:9]([O:12][CH2:18][CH2:19][CH2:20][CH2:21][C:22]([C:23]2[CH:24]=[C:25]([C:40]([CH3:42])([CH3:41])[CH3:43])[C:26]([O:33][CH2:34][O:35][CH2:36][CH2:37][O:38][CH3:39])=[C:27]([C:29]([CH3:30])([CH3:32])[CH3:31])[CH:28]=2)=[O:48])=[CH:8][CH:7]=1)[CH3:2] |f:1.2|. The reactants are C(C)OC(C(C1=CC=C(C=C1)O)=O)=O (4-Hydroxy-alpha-oxobenzeneacetic acid ethyl ester), [H-].[Na+] (sodium hydride), CN(C=O)C (dimethylformamide), BrCCCC(CC1=CC(=C(C(=C1)C(C)(C)C)OCOCCOC)C(C)(C)C)=O (5-bromo-1-[3,5-bis(1,1-dimethylethyl)-4-[(2-methoxyethoxy) methoxy]phenyl]pentanone), CN(C=O)C (dimethylformamide). Yields the product C(C)OC(C(C1=CC=C(C=C1)OCCCCC(=O)C1=CC(=C(C(=C1)C(C)(C)C)OCOCCOC)C(C)(C)C)=O)=O (4-[5-[3,5-bis(1,1-dimethylethyl)-4-[(2-methoxyethoxy) methoxy]phenyl]-5-oxopentyloxy]-alpha-oxobenzeneacetic acid ethyl ester). Run at time 20 hour. Reactants: CC1CCC(O)CC1, [Cl-], Clc1cc(Cl)ncn1, [H-], [NH4+], [Na+], C1CCOC1. The product is CC1CCC(Oc2cc(Cl)ncn2)CC1. RXN SMILES: [CH3:3][CH:4]1[CH2:5][CH2:6][CH:7]([OH:10])[CH2:8][CH2:9]1.[Cl-:19].[Cl:11][c:12]1[n:13][cH:14][n:15][c:16]([Cl:18])[cH:17]1.[H-:1].[NH4+:20].[Na+:2].[O:21]1[CH2:22][CH2:23][CH2:24][CH2:25]1>>[CH3:3][CH:4]1[CH2:5][CH2:6][CH:7]([O:10][c:16]2[n:15][cH:14][n:13][c:12]([Cl:11])[cH:17]2)[CH2:8][CH2:9]1. The reactants are [BH3-]C#N, CC(=O)O, CO, Cn1ccnc1CN(Cc1ccc(S(=O)(=O)NCCCCN)cc1)Cc1ncc[nH]1, [Na+], O=C1CCCCC1. Yields the product Cn1ccnc1CN(Cc1ccc(S(=O)(=O)NCCCCNC2CCCCC2)cc1)Cc1ncc[nH]1. Reaction SMILES: [C:38]([BH3-:39])#[N:40].[CH3:42][C:43](=[O:44])[OH:45].[CH3:46][OH:47].[NH2:1][CH2:2][CH2:3][CH2:4][CH2:5][NH:6][S:7](=[O:8])(=[O:9])[c:10]1[cH:11][cH:12][c:13]([CH2:16][N:17]([CH2:18][c:19]2[n:20]([CH3:24])[cH:21][cH:22][n:23]2)[CH2:25][c:26]2[nH:27][cH:28][cH:29][n:30]2)[cH:14][cH:15]1.[Na+:41].[O:31]=[C:32]1[CH2:33][CH2:34][CH2:35][CH2:36][CH2:37]1>>[NH:1]([CH2:2][CH2:3][CH2:4][CH2:5][NH:6][S:7](=[O:8])(=[O:9])[c:10]1[cH:11][cH:12][c:13]([CH2:16][N:17]([CH2:18][c:19]2[n:20]([CH3:24])[cH:21][cH:22][n:23]2)[CH2:25][c:26]2[n:27][cH:28][cH:29][nH:30]2)[cH:14][cH:15]1)[CH:32]1[CH2:33][CH2:34][CH2:35][CH2:36][CH2:37]1. The reactants are C(C)(C)(C)OC(=O)N1CC(C1)COC1=C(C=CC(=C1)NC(=O)C=1C(=NC=CC1)NCC1=CC=C(C=C1)F)Cl (3-(2-chloro-5-{[2-(4-fluoro-benzylamino)-pyridine-3-carbonyl]-amino}-phenoxymethyl)-azetidine-1-carboxylic acid tert-butyl ester). Solvent: C(=O)(C(F)(F)F)O.C(Cl)Cl (TFA CH2Cl2). Run at time 2 hour. Yields the product N1CC(C1)COC=1C=C(C=CC1Cl)NC(C1=C(N=CC=C1)NCC1=CC=C(C=C1)F)=O (N-[3-(Azetidin-3-ylmethoxy)-4-chloro-phenyl]-2-(4-fluoro-benzylamino)-nicotinamide). Reaction SMILES: C(OC([N:8]1[CH2:11][CH:10]([CH2:12][O:13][C:14]2[CH:19]=[C:18]([NH:20][C:21]([C:23]3[C:24]([NH:29][CH2:30][C:31]4[CH:36]=[CH:35][C:34]([F:37])=[CH:33][CH:32]=4)=[N:25][CH:26]=[CH:27][CH:28]=3)=[O:22])[CH:17]=[CH:16][C:15]=2[Cl:38])[CH2:9]1)=O)(C)(C)C>C(O)(C(F)(F)F)=O.C(Cl)Cl>[NH:8]1[CH2:11][CH:10]([CH2:12][O:13][C:14]2[CH:19]=[C:18]([NH:20][C:21](=[O:22])[C:23]3[CH:28]=[CH:27][CH:26]=[N:25][C:24]=3[NH:29][CH2:30][C:31]3[CH:32]=[CH:33][C:34]([F:37])=[CH:35][CH:36]=3)[CH:17]=[CH:16][C:15]=2[Cl:38])[CH2:9]1 |f:1.2|. Procedure: To a solution of 10 mL of TFA/CH2Cl2 (1:1) was added 3-(2-chloro-5-{[2-(4-fluoro-benzylamino)-pyridine-3-carbonyl]-amino}-phenoxymethyl)-azetidine-1-carboxylic acid tert-butyl ester (270 mg, 0.5 mmol) at 0° C. The solution was stirred for 2 h at RT. The solvents were removed in vacuo. The residue was diluted in 30 mL of EtOAc and washed with 30 mL of saturated aqueous NaHCO3, then brine. The resulting organic phase was dried over MgSO4 and concentrated in vacuo. The title compound was purified b... Starting materials: C(C)(C)N(CC)C(C)C (diisopropyl ethylamine), C(C)(C)(C)OC(=O)N1CN(C(C1)C=1NC=C(N1)C1=CC=C(C=C1)Br)C(C(C(C)C)NC(=O)OC)=O (4-(4-Bromo-phenyl)-3′-(2-methoxycarbonylamino-3-methyl-butyryl)-2′,3′,4′,5′-tetrahydro-1H-[2,4′]biimidazolyl-1′-carboxylic acid tert-butyl ester), Cl (HCl), resultant suspension, C(C1=CC=CC=C1)(=O)Cl (benzoyl chloride). Run in ClCCl (dichloromethane). Conditions: time 10 minute. Product: COC(NC(C(C)C)C(=O)N1CN(CC1C=1NC=C(N1)C1=CC=C(C=C1)Br)C(C1=CC=CC=C1)=O)=O ({1-[1′-Benzoyl-4-(4-bromo-phenyl)-1′,2′,4′,5′-tetrahydro-1H-[2,4′]biimidazolyl-3′-carbonyl]-2-methyl-propyl}-carbamic acid methyl ester). RXN SMILES: C([O:5][C:6]([N:8]1[CH2:12][CH:11]([C:13]2[NH:14][CH:15]=[C:16]([C:18]3[CH:23]=[CH:22][C:21]([Br:24])=[CH:20][CH:19]=3)[N:17]=2)[N:10]([C:25](=[O:35])[CH:26]([NH:30][C:31]([O:33][CH3:34])=[O:32])[CH:27]([CH3:29])[CH3:28])[CH2:9]1)=O)(C)(C)C.Cl.C(N(C(C)C)CC)(C)C.C(Cl)(=O)[C:47]1[CH:52]=[CH:51][CH:50]=[CH:49][CH:48]=1>ClCCl>[CH3:34][O:33][C:31](=[O:32])[NH:30][CH:26]([C:25]([N:10]1[CH:11]([C:13]2[NH:14][CH:15]=[C:16]([C:18]3[CH:23]=[CH:22][C:21]([Br:24])=[CH:20][CH:19]=3)[N:17]=2)[CH2:12][N:8]([C:6](=[O:5])[C:47]2[CH:52]=[CH:51][CH:50]=[CH:49][CH:48]=2)[CH2:9]1)=[O:35])[CH:27]([CH3:29])[CH3:28]. Procedure details: 4-(4-Bromo-phenyl)-3′-(2-methoxycarbonylamino-3-methyl-butyryl)-2′,3′,4′,5′-tetrahydro-1H-[2,4′]biimidazolyl-1′-carboxylic acid tert-butyl ester (55.6 mg, 0.101 mmol) was dissolved in dichloromethane (0.5 mL) and HCl (4M dioxane, 0.5 mL) was added. The resultant suspension was stirred at room temperature for 20 minutes, after which all volatiles were removed in vacuo. The crude material was dissolved in THF (1 mL) and diisopropyl ethylamine (26.0 mg, 0.202 mmol) was added, followed by benzoyl ch...